This data is from the Open Reaction Database (ORD), a public repository of structured organic reaction records. The task is: describe an organic reaction: reactants, conditions, products, and yield Reactants: C=CC1=CC=CC=C1 (styrene), C(=C)C1=NC=CC=C1 (vinylpyridine), C1CCOC1 (THF), copolymer, O=O (oxygen). Solvent: CO (methanol). Run at time 30 hour. Product: C=CC1=CC=CC=C1.C(=C)C1=NC=CC=C1 (St VPy). RXN SMILES: [CH2:1]=[CH:2][C:3]1[CH:8]=[CH:7][CH:6]=[CH:5][CH:4]=1.[CH:9]([C:11]1[CH:16]=[CH:15][CH:14]=[CH:13][N:12]=1)=[CH2:10].C1COCC1.O=O>CO>[CH2:1]=[CH:2][C:3]1[CH:8]=[CH:7][CH:6]=[CH:5][CH:4]=1.[CH:9]([C:11]1[CH:16]=[CH:15][CH:14]=[CH:13][N:12]=1)=[CH2:10] |f:5.6|. Reported procedure: 20 g of the copolymer of EPT-B was placed in a sealed flask and was suspended by the addition of 8.9 g of dried styrene (St), 0.9 g of dried vinylpyridine (referred to as VPy) and 80 ml of THF. 1.1 ml of dried oxygen was blown through to initiate the reaction, followed by stirring at room temperature for 30 hr. 100 ml of methanol was added to terminate the reaction. The precipitated polymer was extracted with acetone and heptane by the Soxhelt extractor in a nitrogen atmosphere over a period of ...